Dataset: the Open Reaction Database (ORD), a public repository of structured organic reaction records. Task: describe an organic reaction: reactants, conditions, products, and yield Procedure details: A solution of N-benzylmaleimide (50.0 kg), in 125 L of acetonitrile and 859 L of ethyl acetate was combined with an aqueous mixture of 0.499 kg of ruthenium (III) chloride hydrate in 352 L of water, and the resulting reaction mixture was cooled to about 5° C. Sodium periodate (74.4 kg) was added with stirring to the reaction solution in small portions, while maintaining the reaction temperature between 3° C. and 5° C. Once the addition was complete, the reaction was quenched with an aqueous solu... Product: O[C@@H]1C(NC([C@@H]1O)=O)=O (cis-3,4-Dihydroxy-2,5-pyrrolidinedione). Isolated yield 71.0%. Run in C(C)#N (acetonitrile). Starting materials: C(C1=CC=CC=C1)N1C(C=CC1=O)=O (N-benzylmaleimide), C(C)(=O)OCC (ethyl acetate), O (water), I(=O)(=O)(=O)[O-].[Na+] (Sodium periodate). Reaction SMILES: C([N:8]1[C:12](=[O:13])[CH:11]=[CH:10][C:9]1=[O:14])C1C=CC=CC=1.C(OCC)(=[O:17])C.I([O-])(=O)(=O)=O.[Na+].[OH2:27]>C(#N)C.O.[Ru](Cl)(Cl)Cl>[OH:27][C@H:10]1[C@@H:11]([OH:17])[C:12](=[O:13])[NH:8][C:9]1=[O:14] |f:2.3,6.7|. Reaction conditions: temperature 5 celsius, time 20 minute. Reagents/catalysts: O.[Ru](Cl)(Cl)Cl (ruthenium (III) chloride hydrate). The reactants are CCCCCCCN, CC(=O)Cl, ClCCl, c1ccncc1. Yields the product CCCCCCCNC(C)=O. Reaction SMILES: [CH2:1]([CH2:2][CH2:3][CH2:4][CH2:5][CH2:6][CH3:7])[NH2:8].[CH3:15][C:16]([Cl:17])=[O:18].[Cl:19][CH2:20][Cl:21].[cH:9]1[cH:10][cH:11][n:12][cH:13][cH:14]1>>[CH2:1]([CH2:2][CH2:3][CH2:4][CH2:5][CH2:6][CH3:7])[NH:8][C:16]([CH3:15])=[O:18]. Reactants: N1=CC(=CC=C1)B(O)O (3-pyridylboronic acid), BrC=1C(=NSC1N)C (4-bromo-3-methyl-isothiazol-5-amine), C(=O)([O-])[O-].[Na+].[Na+] (Na2CO3). The reagents and catalysts are C1(=CC=CC=C1)P(C1=CC=CC=C1)C1=CC=CC=C1.[Pd] (palladium triphenylphosphane). The solvent is O1CCOCC1 (dioxane). Yields the product CC1=NSC(=C1C=1C=NC=CC1)N (3-methyl-4-(pyridin-3-yl)isothiazol-5-amine). As a reaction SMILES: [N:1]1[CH:6]=[CH:5][CH:4]=[C:3](B(O)O)[CH:2]=1.Br[C:11]1[C:12]([CH3:17])=[N:13][S:14][C:15]=1[NH2:16].C([O-])([O-])=O.[Na+].[Na+]>O1CCOCC1.C1(P(C2C=CC=CC=2)C2C=CC=CC=2)C=CC=CC=1.[Pd]>[CH3:17][C:12]1[C:11]([C:3]2[CH:2]=[N:1][CH:6]=[CH:5][CH:4]=2)=[C:15]([NH2:16])[S:14][N:13]=1 |f:2.3.4,6.7|. Procedure: 3-pyridylboronic acid (127.3 mg, 1.036 mmol), 4-bromo-3-methyl-isothiazol-5-amine (100 mg, 0.518 mmol), Na2CO3 (777 μL of 2 M, 1.554 mmol), palladium triphenylphosphane (29.93 mg, 0.0259 mmol) in dioxane (6 mL) was heated at 110° C. in a microwave for 30 min. The mixture was concentrated in vacuo and the residue was loaded on a SCX column, washed with DCM/MeOH mixtures before the product was eluted with a 2M solution of ammonia in MeOH. The eluent was concentrated in vacuo to yield 3-methyl-4-(p... Reactants: [BH4-].[Na+] (sodium borohydride), F[C@@H]1[C@@H]2C=3C=CC(=CC3CC[C@H]2[C@@H]2CCC([C@@]2(CCCCCCCCCCSCCCC(C(F)(F)F)(F)F)C1)=O)OC1OCCCC1 (11β-fluoro-[9-(4,4,5,5,5-pentafluoropentylthio)-nonyl]-3-(tetrahydropyran-2-yloxy)-estra-1,3,5(10)-triene-17-one), O1CCCC1 (tetrahydrofuran), O (water). Isolated yield 81.6%. Reaction conditions: time 45 minute. Product: crude product, F[C@@H]1[C@@H]2C=3C=CC(=CC3CC[C@H]2[C@@H]2CC[C@@H]([C@@]2(CCCCCCCCCCSCCCC(C(F)(F)F)(F)F)C1)O)OC1OCCCC1 (11β-fluoro-[9-(4,4,5,5,5-pentafluoropentylthio)-nonyl]-3-(tetrahydropyran-2-yloxy)-estra-1,3,5(10)-trien-17β-ol). The solvent is CO (methanol), C(C)(=O)OCC (ethyl acetate). Reported procedure: 2.2 g of 11β-fluoro-[9-(4,4,5,5,5-pentafluoropentylthio)-nonyl]-3-(tetrahydropyran-2-yloxy)-estra-1,3,5(10)-triene-17-one in a mixture of 45 ml of methanol, 7 ml of tetrahydrofuran and 4.5 ml of water is mixed in portions with 450 mg of sodium borohydride at 0° C. After 45 minutes, it is diluted with ethyl acetate, washed with water, dried and concentrated by evaporation. Chromatography of the crude product on silica gel with a hexane-ethyl acetate gradient yields 1.8 g of 11β-fluoro-[9-(4,4,5,5... As a reaction SMILES: [F:1][C@H:2]1[CH2:39][C@@:17]2([CH2:18][CH2:19][CH2:20][CH2:21][CH2:22][CH2:23][CH2:24][CH2:25][CH2:26][CH2:27][S:28][CH2:29][CH2:30][CH2:31][C:32]([F:38])([F:37])[C:33]([F:36])([F:35])[F:34])[C@@H:13]([CH2:14][CH2:15][C:16]2=[O:40])[C@H:12]2[C@H:3]1[C:4]1[CH:5]=[CH:6][C:7]([O:41][CH:42]3[CH2:47][CH2:46][CH2:45][CH2:44][O:43]3)=[CH:8][C:9]=1[CH2:10][CH2:11]2.O1CCCC1.O.[BH4-].[Na+]>CO.C(OCC)(=O)C>[F:1][C@H:2]1[CH2:39][C@@:17]2([CH2:18][CH2:19][CH2:20][CH2:21][CH2:22][CH2:23][CH2:24][CH2:25][CH2:26][CH2:27][S:28][CH2:29][CH2:30][CH2:31][C:32]([F:38])([F:37])[C:33]([F:34])([F:35])[F:36])[C@@H:13]([CH2:14][CH2:15][C@@H:16]2[OH:40])[C@H:12]2[C@H:3]1[C:4]1[CH:5]=[CH:6][C:7]([O:41][CH:42]3[CH2:47][CH2:46][CH2:45][CH2:44][O:43]3)=[CH:8][C:9]=1[CH2:10][CH2:11]2 |f:3.4|. Yields the product O=C(O)CCCCCCCCCCCCCCCCCCCCCI. RXN SMILES: [C:1]([CH2:2][CH2:3][CH2:4][CH2:5][CH2:6][CH2:7][CH2:8][CH2:9][CH2:10][CH2:11][CH2:12][CH2:13][CH2:14][CH2:15][CH2:16][CH2:17][CH2:18][CH2:19][CH2:20][CH:21]=[CH2:22])(=[O:23])[OH:24].[CH:25]1([BH:26][CH:27]2[CH2:28][CH2:29][CH2:30][CH2:31][CH2:32]2)[CH2:33][CH2:34][CH2:35][CH2:36][CH2:37]1.[I-:39].[Na+:38]>>[C:1]([CH2:2][CH2:3][CH2:4][CH2:5][CH2:6][CH2:7][CH2:8][CH2:9][CH2:10][CH2:11][CH2:12][CH2:13][CH2:14][CH2:15][CH2:16][CH2:17][CH2:18][CH2:19][CH2:20][CH2:21][CH2:22][I:39])(=[O:23])[OH:24]. Reactants: C=CCCCCCCCCCCCCCCCCCCCC(=O)O, B(C1CCCCC1)C1CCCCC1, [I-], [Na+].